From a dataset of the Open Reaction Database (ORD), a public repository of structured organic reaction records. describe an organic reaction: reactants, conditions, products, and yield The reactants are Cc1ccccc1, Cl, [Fe], Nc1cc(Sc2ccsc2)ccc1[N+](=O)[O-], O. Product: Nc1ccc(Sc2ccsc2)cc1N. As a reaction SMILES: [CH3:20][c:21]1[cH:22][cH:23][cH:24][cH:25][cH:26]1.[ClH:18].[Fe:19].[NH2:1][c:2]1[c:3]([N+:14]([O-:15])=[O:16])[cH:4][cH:5][c:6]([S:8][c:9]2[cH:10][s:11][cH:12][cH:13]2)[cH:7]1.[OH2:17]>>[NH2:1][c:2]1[c:3]([NH2:14])[cH:4][cH:5][c:6]([S:8][c:9]2[cH:10][s:11][cH:12][cH:13]2)[cH:7]1.